From a dataset of the Open Reaction Database (ORD), a public repository of structured organic reaction records. describe an organic reaction: reactants, conditions, products, and yield Reactants: N([C@@H](COCC1=CC=CC=C1)C(=O)O)C(=O)OC(C)(C)C (Boc-Ser(Bn)-OH), amide, aldehyde, [H-].[H-].[H-].[H-].[Li+].[Al+3] (LiAlH4), tert.-butyloxycarbonyl, amine, Cl (hydrochloride), FC1=CC=C(C=C1)N1N=CC2=CC(=CC=C12)I (1-(4-fluorophenyl)-5-iodo-1H-indazole). Product: C1(=CC=CC=C1)COCC1=C(C=CC=C1)CCN ([(phenylmethoxy)methyl]benzeneethanamine), amine. Reaction SMILES: N(C(OC(C)(C)C)=O)[C@H:2]([C:12](O)=O)[CH2:3][O:4][CH2:5][C:6]1[CH:11]=[CH:10][CH:9]=[CH:8][CH:7]=1.[H-].[H-].[H-].[H-].[Li+].[Al+3].Cl.F[C:30]1[CH:35]=[CH:34][C:33]([N:36]2C3C(=CC(I)=CC=3)C=N2)=[CH:32][CH:31]=1>>[C:6]1([CH2:5][O:4][CH2:3][C:2]2[CH:12]=[CH:34][CH:35]=[CH:30][C:31]=2[CH2:32][CH2:33][NH2:36])[CH:7]=[CH:8][CH:9]=[CH:10][CH:11]=1 |f:1.2.3.4.5.6|. Reported procedure: (αS)-3-Fluoro-β-[[1-(4-fluorophenyl)-1H-indazole-5-yl]oxy]-α-[[(phenylmethoxy)methyl]benzeneethanamine is synthesized in analogy to the sequence previously described in example 1: commercially available Boc-Ser(Bn)-OH is transformed into its Weinreb-amide. Reduction to the aldehyde with LiAlH4, reaction with 3-fluorophenylgrignard, cleavage of the tert.-butyloxycarbonyl protecting group, liberation of the amine from the hydrochloride and etherification with 1-(4-fluorophenyl)-5-iodo-1H-indazole ... Starting materials: O[C@@H]1[C@H](O)[C@@H](O)[C@H](O)[C@H](O1)CO (α-D-Glucose). The solvent is CN(C=O)C (dimethylformamide). Conditions: time 6 hour. The product is O=C[C@H](O)[C@@H](O)[C@@H](O)[C@H](O)CO (D-galactose), C([C@@H]1[C@H]([C@@H]([C@H]([C@H](O1)O[C@@H]2[C@H](O[C@H]([C@@H]([C@H]2O)O)O)CO)O)O)O)O (D-maltose), C([C@@H]1[C@H]([C@@H]([C@H]([C@@H](O1)O[C@@H]2[C@H](O[C@H]([C@@H]([C@H]2O)O)O)CO)O)O)O)O (D-cellobiose), O[C@@H]1[C@H](O)[C@@H](O)[C@@H](O)[C@H](O1)CO (α-D-galactose). RXN SMILES: [OH:1][C@H:2]1[O:10][C@H:9]([CH2:11][OH:12])[C@@H:7]([OH:8])[C@H:5]([OH:6])[C@H:3]1[OH:4]>CN(C)C=O>[O:1]=[CH:2][C@@H:3]([C@H:5]([C@H:7]([C@@H:9]([CH2:11][OH:12])[OH:10])[OH:8])[OH:6])[OH:4].[CH2:11]([OH:12])[C@H:9]1[O:10][C@H:2]([O:1][C@H:7]2[C@H:5]([OH:6])[C@@H:3]([OH:4])[C@H:2]([OH:1])[O:10][C@@H:9]2[CH2:11][OH:12])[C@H:3]([OH:4])[C@@H:5]([OH:6])[C@@H:7]1[OH:8].[CH2:11]([OH:12])[C@H:9]1[O:10][C@@H:2]([O:1][C@H:7]2[C@H:5]([OH:6])[C@@H:3]([OH:4])[C@H:2]([OH:1])[O:10][C@@H:9]2[CH2:11][OH:12])[C@H:3]([OH:4])[C@@H:5]([OH:6])[C@@H:7]1[OH:8].[OH:1][C@H:2]1[O:10][C@H:9]([CH2:11][OH:12])[C@H:7]([OH:8])[C@H:5]([OH:6])[C@H:3]1[OH:4]. Procedure: AmB (800 mg, 0.86 mmol) was dissolved in 16 mL anhydrous dimethylformamide (DMF) and stirred for 5 min. α-D-Glucose (316 mg, 1.72 mmol) was added. The resulting solution was sealed to the atmosphere and placed in a water bath equilibrated to 37° C. for 6 hr. The reaction was followed by LCMS until judged complete. The reaction product was used directly in the amidation reaction, described infra, without purification. The corresponding D-galactose, D-maltose, D-cellobiose and α-D-galactose glycos... Reactants: C(C)(C)(C)C1=C(C(=CC(=C1)C=CC1=CC(=C(C(=C1)C)C1=C(C=NC=C1C)C)C)C(C)(C)C)O (2,6-di-tert-butyl-4-{2-[4-(3,5-dimethyl-pyridin-4-yl)-3,5-dimethyl-phenyl]-vinyl}-phenol), ICCCCCCCC (1-iodooctane). The solvent is C(Cl)Cl (CH2Cl2). Run at temperature 80 celsius, time 1 day. The product is [I-].C(CCCCCCC)[N+]1=CC=CC=C1 (n-octyl-pyridinium iodide salt), solid. Yield: 95.4%. Reaction SMILES: C(C1C=C(C=CC2C=C(C)C([C:20]3[C:25](C)=[CH:24][N:23]=[CH:22][C:21]=3C)=C(C)C=2)C=C(C(C)(C)C)C=1O)(C)(C)C.[I:34][CH2:35][CH2:36][CH2:37][CH2:38][CH2:39][CH2:40][CH2:41][CH3:42]>C(Cl)Cl>[I-:34].[CH2:35]([N+:23]1[CH:22]=[CH:21][CH:20]=[CH:25][CH:24]=1)[CH2:36][CH2:37][CH2:38][CH2:39][CH2:40][CH2:41][CH3:42] |f:3.4|. Procedure: To a stirring solution of 13 (0.150 mg, 0.34 mmol) in dry CH2Cl2 (5 mL) was added dropwise 1-iodooctane (0.6 mL, 0.792 g, 3.3 mmol) at room temperature. The reaction mixture was then stirred at 80° C. under N2 for 1 day. After cooling to room temperature, the mixture was next concentrated in vacuo and washed with hexane (20 mL) to give the corresponding n-octyl-pyridinium iodide salt 14 as an analytically pure yellow solid (0.211 g, 95.4%). To a suspension of 12 (0.136 g, 0.2 mmol) in dry methan... Starting materials: CCN1CCCC1=N, Cc1cccc(C)c1N=C=O, CCOC(C)=O, Cl, c1ccccc1. The product is CCN1CCCC1=NC(=O)Nc1c(C)cccc1C. As a reaction SMILES: [CH2:2]([CH3:3])[N:4]1[C:5](=[NH:9])[CH2:6][CH2:7][CH2:8]1.[CH3:10][c:11]1[c:12]([N:18]=[C:19]=[O:20])[c:13]([CH3:17])[cH:14][cH:15][cH:16]1.[CH3:21][CH2:22][O:23][C:24](=[O:25])[CH3:26].[ClH:1].[cH:27]1[cH:28][cH:29][cH:30][cH:31][cH:32]1>>[CH2:2]([CH3:3])[N:4]1[C:5](=[N:9][C:19]([NH:18][c:12]2[c:11]([CH3:10])[cH:16][cH:15][cH:14][c:13]2[CH3:17])=[O:20])[CH2:6][CH2:7][CH2:8]1. Reactants: COC=1C=C(CC2NCCC3=CC(=C(C=C23)OC(C)C)OC)C=CC1OC (1-(3,4-Dimethoxy-benzyl)-6-methoxy-7-isopropoxy-1,2,3,4-tetrahydroisoquinoline), BrCC(=O)Br (2-bromoacetyl bromide), N1=C(C=CC=C1)CN (2-picolylamine). Yields the product COC=1C=C(CC2N(CCC3=CC(=C(C=C23)OC(C)C)OC)CC(=O)NCC2=NC=CC=C2)C=CC1OC (2-[1-(3,4-Dimethoxy-benzyl)-6-methoxy-7-isopropoxy-3,4-dihydro-1H-isoquinolin-2-yl]-N-(pyridin-2-yl-methyl)-acetamide). Reaction SMILES: [CH3:1][O:2][C:3]1[CH:4]=[C:5]([CH:23]=[CH:24][C:25]=1[O:26][CH3:27])[CH2:6][CH:7]1[C:16]2[C:11](=[CH:12][C:13]([O:21][CH3:22])=[C:14]([O:17][CH:18]([CH3:20])[CH3:19])[CH:15]=2)[CH2:10][CH2:9][NH:8]1.Br[CH2:29][C:30](Br)=[O:31].[N:33]1[CH:38]=[CH:37][CH:36]=[CH:35][C:34]=1[CH2:39][NH2:40]>>[CH3:1][O:2][C:3]1[CH:4]=[C:5]([CH:23]=[CH:24][C:25]=1[O:26][CH3:27])[CH2:6][CH:7]1[C:16]2[C:11](=[CH:12][C:13]([O:21][CH3:22])=[C:14]([O:17][CH:18]([CH3:20])[CH3:19])[CH:15]=2)[CH2:10][CH2:9][N:8]1[CH2:29][C:30]([NH:40][CH2:39][C:34]1[CH:35]=[CH:36][CH:37]=[CH:38][N:33]=1)=[O:31]. Procedure: prepared by reaction of 1-(3,4-Dimethoxy-benzyl)-6-methoxy-7-isopropoxy-1,2,3,4-tetrahydroisoquinoline and 2-bromoacetyl bromide with 2-picolylamine RXN SMILES: [CH3:25][N:26]([CH3:27])[CH:28]=[O:29].[NH2:9][CH2:10][c:11]1[cH:12][cH:13][c:14](-[c:16]2[n:17][c:18]([N:21]=[C:22]([NH2:23])[NH2:24])[s:19][cH:20]2)[o:15]1.[o:1]1[c:2]([C:6](=[O:7])[Cl:8])[cH:3][cH:4][cH:5]1>>[o:1]1[c:2]([C:6](=[O:7])[NH:9][CH2:10][c:11]2[cH:12][cH:13][c:14](-[c:16]3[n:17][c:18]([N:21]=[C:22]([NH2:23])[NH2:24])[s:19][cH:20]3)[o:15]2)[cH:3][cH:4][cH:5]1. The reactants are CN(C)C=O, NCc1ccc(-c2csc(N=C(N)N)n2)o1, O=C(Cl)c1ccco1. The product is NC(N)=Nc1nc(-c2ccc(CNC(=O)c3ccco3)o2)cs1.